This data is from the Open Reaction Database (ORD), a public repository of structured organic reaction records. The task is: describe an organic reaction: reactants, conditions, products, and yield The reactants are O=S1(N(S(C2=C1C=CC=C2)(=O)=O)C2=CC=C(C(=O)O)C=C2)=O (4-(1,1,3,3-tetraoxidobenzo[d][1,3,2]dithiazol-2-yl)benzoic acid), C(C(=O)Cl)(=O)Cl (oxalyl chloride), CN(C)C=O (DMF). The solvent is ClCCl (dichloromethane). Conditions: time 2 hour. The product is O=S1(N(S(C2=C1C=CC=C2)(=O)=O)C2=CC=C(C(=O)Cl)C=C2)=O (4-(1,1,3,3-tetraoxidobenzo[d][1,3,2]dithiazol-2-yl)benzoyl chloride). RXN SMILES: [O:1]=[S:2]1(=[O:22])[C:6]2[CH:7]=[CH:8][CH:9]=[CH:10][C:5]=2[S:4](=[O:12])(=[O:11])[N:3]1[C:13]1[CH:21]=[CH:20][C:16]([C:17](O)=[O:18])=[CH:15][CH:14]=1.C(Cl)(=O)C([Cl:26])=O.CN(C=O)C>ClCCl>[O:1]=[S:2]1(=[O:22])[C:6]2[CH:7]=[CH:8][CH:9]=[CH:10][C:5]=2[S:4](=[O:12])(=[O:11])[N:3]1[C:13]1[CH:21]=[CH:20][C:16]([C:17]([Cl:26])=[O:18])=[CH:15][CH:14]=1. Reported procedure: A solution of 4-(1,1,3,3-tetraoxidobenzo[d][1,3,2]dithiazol-2-yl)benzoic acid (0.39 g; 1.0 mmol) in dichloromethane (6 mL) was treated with oxalyl chloride (1 mL), a drop of DMF, and allowed to stir at ambient temperature for a period of 2 hours. The solvent was removed under reduced pressure to afford 4-(1,1,3,3-tetraoxidobenzo[d][1,3,2]dithiazol-2-yl)benzoyl chloride, 7, (0.3 g, quant.) which was used without further purification. The reactants are C(=O)(O)C1=NC2=CC=CC=C2C(=C1)C(=O)OC (2-carboxy-4-methoxycarbonylquinoline), C(C)OC(=O)N1CCN(CC1)C(=O)C(CCC(=O)OC(C)(C)C)N (4-ethoxycarbonyl-1-(1-amino-3-(1,1-dimethylethoxycarbonyl)propyl)carbonylpiperazine), CCN=C=NCCCN(C)C (EDCI), C=1C=CC2=C(C1)N=NN2O (HOBt). Run in C(C)(=O)OCC (ethyl acetate), C1CCOC1 (THF). Reaction conditions: time 8 hour. Yields the product C(C)OC(=O)N1CCN(CC1)C(=O)C(CCC(=O)OC(C)(C)C)NC(=O)C1=NC2=CC=CC=C2C(=C1)C(=O)OC (2-[1-(4-(ethoxycarbonyl)piperazin-1-yl)carbonyl-3-(1,1-dimethylethoxycarbonyl)propyl]aminocarbonyl-4-(methoxycarbonyl)quinoline). Isolated yield 49.8%. As a reaction SMILES: [C:1]([C:4]1[CH:13]=[C:12]([C:14]([O:16][CH3:17])=[O:15])[C:11]2[C:6](=[CH:7][CH:8]=[CH:9][CH:10]=2)[N:5]=1)([OH:3])=O.[CH2:18]([O:20][C:21]([N:23]1[CH2:28][CH2:27][N:26]([C:29]([CH:31]([NH2:41])[CH2:32][CH2:33][C:34]([O:36][C:37]([CH3:40])([CH3:39])[CH3:38])=[O:35])=[O:30])[CH2:25][CH2:24]1)=[O:22])[CH3:19].CCN=C=NCCCN(C)C.C1C=CC2N(O)N=NC=2C=1>C1COCC1.C(OCC)(=O)C>[CH2:18]([O:20][C:21]([N:23]1[CH2:24][CH2:25][N:26]([C:29]([CH:31]([NH:41][C:1]([C:4]2[CH:13]=[C:12]([C:14]([O:16][CH3:17])=[O:15])[C:11]3[C:6](=[CH:7][CH:8]=[CH:9][CH:10]=3)[N:5]=2)=[O:3])[CH2:32][CH2:33][C:34]([O:36][C:37]([CH3:40])([CH3:39])[CH3:38])=[O:35])=[O:30])[CH2:27][CH2:28]1)=[O:22])[CH3:19]. Procedure: To a mixture of 2,4-dicarboxyquinoline (1.085 g, 5 mmol) in methanol (40 mL) was added chlorotrimethylsilane (TMSCl) (1.41 mL), and the reaction mixture was stirred overnight. The reaction mixture turned into a clear solution. The solvents were evaporated to yield a crude product, 2-carboxy-4-methoxycarbonylquinoline. To a solution of 2-carboxy-4-methoxycarbonylquinoline (151 mg, 0.65 mmol) in THF (10 mL) was added 4-ethoxycarbonyl-1-(1-amino-3-(1,1-dimethylethoxycarbonyl)propyl)carbonylpiperazi... Starting materials: CCc1ccccc1N, [Na+], [OH-], O=[N+]([O-])O, O=S(=O)(O)O. The product is CCc1ccc([N+](=O)[O-])cc1N. RXN SMILES: [CH2:1]([CH3:2])[c:3]1[c:4]([NH2:5])[cH:6][cH:7][cH:8][cH:9]1.[Na+:15].[OH-:14].[OH:10][N+:11]([O-:12])=[O:13].[S:16](=[O:17])(=[O:18])([OH:19])[OH:20]>>[CH2:1]([CH3:2])[c:3]1[c:4]([NH2:5])[cH:6][c:7]([N+:11](=[O:10])[O-:12])[cH:8][cH:9]1.